Dataset: the Open Reaction Database (ORD), a public repository of structured organic reaction records. Task: describe an organic reaction: reactants, conditions, products, and yield Starting materials: O=C1NC(C2=CC=CC=C12)C(=O)O (2,3-dihydro-3-oxo-1H-isoindole-1-carboxylic acid), C1(=CC=CC=C1)C1(OC(N2C1CNCC2)=O)C2=CC=CC=C2 (hexahydro-1,1-diphenyl-3H-oxazolo[3,4-a]pyrazin-3-one). The solvent is C(C)N(CC)CC (triethylamine). Yields the product O=C1NC(C2=CC=CC=C12)C(=O)N1CC2N(CC1)C(OC2(C2=CC=CC=C2)C2=CC=CC=C2)=O (7-[(2,3-Dihydro-3-oxo-1H-isoindol-1-yl)carbonyl]-hexahydro-1,1-diphenyl-3H-oxazolo[3,4-a]pyrazin-3-one). Isolated yield 14.0%. Reaction SMILES: [O:1]=[C:2]1[C:10]2[C:5](=[CH:6][CH:7]=[CH:8][CH:9]=2)[CH:4]([C:11]([OH:13])=O)[NH:3]1.[C:14]1([C:20]2([C:30]3[CH:35]=[CH:34][CH:33]=[CH:32][CH:31]=3)[CH:24]3[CH2:25][NH:26][CH2:27][CH2:28][N:23]3[C:22](=[O:29])[O:21]2)[CH:19]=[CH:18][CH:17]=[CH:16][CH:15]=1>C(N(CC)CC)C>[O:1]=[C:2]1[C:10]2[C:5](=[CH:6][CH:7]=[CH:8][CH:9]=2)[CH:4]([C:11]([N:26]2[CH2:27][CH2:28][N:23]3[C:22](=[O:29])[O:21][C:20]([C:30]4[CH:31]=[CH:32][CH:33]=[CH:34][CH:35]=4)([C:14]4[CH:19]=[CH:18][CH:17]=[CH:16][CH:15]=4)[CH:24]3[CH2:25]2)=[O:13])[NH:3]1. Reported procedure: In the same manner as in Reference Example 19, the reaction was performed using 2,3-dihydro-3-oxo-1H-isoindole-1-carboxylic acid instead of 1,4-bis(phenylmethyl)-2-piperazine carboxylic acid, and using hexahydro-1,1-diphenyl-3H-oxazolo[3,4-a]pyrazin-3-one instead of N,O-dimethylhydroxylamine hydrochloride and triethylamine. The reaction solution was extracted with ethyl acetate, washed with a 0.5 M aqueous sodium hydrogen carbonate solution, dried over anhydrous magnesium sulfate and concentrate... The reactants are C(C)(=O)OCC (Ethyl acetate), S1C=C(C=C1)C=1C=C(C=CC1)O (3-(3-thienyl)phenol), COC(CCBr)OC (3-bromopropanal dimethylacetal), C([O-])([O-])=O.[K+].[K+] (potassium carbonate). Solvent: O (water), CN(C=O)C (dimethylformamide). Conditions: temperature 90 celsius, time 6 hour. Product: COC(CCOC1=CC(=CC=C1)C1=CSC=C1)OC (3-[3-(3-thienyl)phenoxy] propanal dimethylacetal). As a reaction SMILES: [S:1]1[CH:5]=[CH:4][C:3]([C:6]2[CH:7]=[C:8]([OH:12])[CH:9]=[CH:10][CH:11]=2)=[CH:2]1.[CH3:13][O:14][CH:15]([O:19][CH3:20])[CH2:16][CH2:17]Br.C(=O)([O-])[O-].[K+].[K+].C(OCC)(=O)C>CN(C)C=O.O>[CH3:13][O:14][CH:15]([O:19][CH3:20])[CH2:16][CH2:17][O:12][C:8]1[CH:9]=[CH:10][CH:11]=[C:6]([C:3]2[CH:4]=[CH:5][S:1][CH:2]=2)[CH:7]=1 |f:2.3.4|. Reported procedure: 1.3 g of 3-(3-thienyl)phenol, 1.09 ml of 3-bromopropanal dimethylacetal and 1.1 g of potassium carbonate were dissolved in 10 ml of dimethylformamide, and the mixture was heated at 90° C. with stirring for 6 hours. Ethyl acetate and water were added, and the organic layer separated was worked up in a customary manner, then the product was purified by silica gel column chromatography [hexane / ethyl acetate=30/1→20/1] to give 1.0 g of 3-[3-(3-thienyl)phenoxy] propanal dimethylacetal as a colorles... Reactants: C(#N)C1(CCCCC1)C1=CC=C(C=C1)OC (4-(1-Cyanocyclohexyl)anisole), C(#N)C1(CC1)C=1C=CC(=C(C=O)C1)OC (5-(1-Cyanocyclopropyl)-2-methoxybenzaldehyde). Yields the product C(#N)C1(CCCCC1)C=1C=CC(=C(C=O)C1)OC (5-(1-Cyanocyclohexyl)-2-methoxybenzaldehyde). As a reaction SMILES: [C:1]([C:3]1([C:9]2[CH:14]=[CH:13][C:12]([O:15][CH3:16])=[CH:11][CH:10]=2)[CH2:8][CH2:7][CH2:6][CH2:5][CH2:4]1)#[N:2].C(C1(C2C=CC(OC)=C(C=2)[CH:27]=[O:28])CC1)#N>>[C:1]([C:3]1([C:9]2[CH:14]=[CH:13][C:12]([O:15][CH3:16])=[C:11]([CH:10]=2)[CH:27]=[O:28])[CH2:8][CH2:7][CH2:6][CH2:5][CH2:4]1)#[N:2]. Reported procedure: This compound was prepared from 4-(1-Cyanocyclohexyl)anisole in the same manner of Compound 2. Starting materials: CCCC[N+](CCCC)(CCCC)CCCC, C1CCOC1, CCOC(C)=O, [F-], CC(C)(C)[Si](OCCOC1CCC(c2c(C#N)c(N)nc(SCc3csc(-c4ccc(Cl)cc4)n3)c2C#N)CC1)(c1ccccc1)c1ccccc1. Yields the product N#Cc1c(N)nc(SCc2csc(-c3ccc(Cl)cc3)n2)c(C#N)c1C1CCC(OCCO)CC1. As a reaction SMILES: [CH2:54]([N+:55]([CH2:56][CH2:57][CH2:58][CH3:59])([CH2:60][CH2:61][CH2:62][CH3:63])[CH2:64][CH2:65][CH2:66][CH3:67])[CH2:68][CH2:69][CH3:70].[CH2:77]1[O:78][CH2:79][CH2:80][CH2:81]1.[CH3:71][CH2:72][O:73][C:74](=[O:75])[CH3:76].[F-:53].[NH2:1][c:2]1[n:3][c:4]([S:39][CH2:40][c:41]2[n:42][c:43](-[c:46]3[cH:47][cH:48][c:49]([Cl:52])[cH:50][cH:51]3)[s:44][cH:45]2)[c:5]([C:37]#[N:38])[c:6]([CH:10]2[CH2:11][CH2:12][CH:13]([O:16][CH2:17][CH2:18][O:19][Si:20]([C:21]([CH3:22])([CH3:23])[CH3:24])([c:25]3[cH:26][cH:27][cH:28][cH:29][cH:30]3)[c:31]3[cH:32][cH:33][cH:34][cH:35][cH:36]3)[CH2:14][CH2:15]2)[c:7]1[C:8]#[N:9]>>[NH2:1][c:2]1[n:3][c:4]([S:39][CH2:40][c:41]2[n:42][c:43](-[c:46]3[cH:47][cH:48][c:49]([Cl:52])[cH:50][cH:51]3)[s:44][cH:45]2)[c:5]([C:37]#[N:38])[c:6]([CH:10]2[CH2:11][CH2:12][CH:13]([O:16][CH2:17][CH2:18][OH:19])[CH2:14][CH2:15]2)[c:7]1[C:8]#[N:9].